This data is from the Open Reaction Database (ORD), a public repository of structured organic reaction records. The task is: describe an organic reaction: reactants, conditions, products, and yield Starting materials: CN(C)C1CCN(c2nc3ccc(N)cc3s2)C1, COc1ccc(C=CC(=O)O)cc1. Product: COc1ccc(C=CC(=O)Nc2ccc3nc(N4CCC(N(C)C)C4)sc3c2)cc1. As a reaction SMILES: [CH3:14][N:15]([CH:16]1[CH2:17][N:18]([c:21]2[s:22][c:23]3[c:24]([n:25]2)[cH:26][cH:27][c:28]([NH2:30])[cH:29]3)[CH2:19][CH2:20]1)[CH3:31].[CH3:1][O:2][c:3]1[cH:4][cH:5][c:6]([CH:7]=[CH:8][C:9](=[O:10])[OH:11])[cH:12][cH:13]1>>[CH3:1][O:2][c:3]1[cH:4][cH:5][c:6]([CH:7]=[CH:8][C:9](=[O:11])[NH:30][c:28]2[cH:27][cH:26][c:24]3[c:23]([s:22][c:21]([N:18]4[CH2:17][CH:16]([N:15]([CH3:14])[CH3:31])[CH2:20][CH2:19]4)[n:25]3)[cH:29]2)[cH:12][cH:13]1. Reactants: C(C)(C)(C)OC(=O)NCCCOC1=C(C(=O)O)C=CC(=C1)SCCC (2-(3-t-butoxycarbonylaminopropoxy)-4-(propylthio)benzoic acid), NC=1C(=NC=CC1)C(=O)NC1=NC=C(C=C1)Cl (3-amino-N-(5-chloropyridin-2-yl)pyridine-2-carboxamide). Product: C(C)(C)(C)OC(=O)NCCCOC1=C(C(=O)NC=2C(=NC=CC2)C(=O)NC2=NC=C(C=C2)Cl)C=CC(=C1)SCCC (3-[2-(3-t-Butoxycarbonylaminopropoxy)-4-(propylthio)-benzoylamino]-N-(5-chloropyridin-2-yl)pyridine-2-carboxamide), product. Yield: 90.0%. As a reaction SMILES: [C:1]([O:5][C:6]([NH:8][CH2:9][CH2:10][CH2:11][O:12][C:13]1[CH:21]=[C:20]([S:22][CH2:23][CH2:24][CH3:25])[CH:19]=[CH:18][C:14]=1[C:15]([OH:17])=O)=[O:7])([CH3:4])([CH3:3])[CH3:2].[NH2:26][C:27]1[C:28]([C:33]([NH:35][C:36]2[CH:41]=[CH:40][C:39]([Cl:42])=[CH:38][N:37]=2)=[O:34])=[N:29][CH:30]=[CH:31][CH:32]=1>>[C:1]([O:5][C:6]([NH:8][CH2:9][CH2:10][CH2:11][O:12][C:13]1[CH:21]=[C:20]([S:22][CH2:23][CH2:24][CH3:25])[CH:19]=[CH:18][C:14]=1[C:15]([NH:26][C:27]1[C:28]([C:33]([NH:35][C:36]2[CH:41]=[CH:40][C:39]([Cl:42])=[CH:38][N:37]=2)=[O:34])=[N:29][CH:30]=[CH:31][CH:32]=1)=[O:17])=[O:7])([CH3:2])([CH3:3])[CH3:4]. Procedure: Using a procedure analogous to Example 1-G, 2-(3-t-butoxycarbonylaminopropoxy)-4-(propylthio)benzoic acid and 3-amino-N-(5-chloropyridin-2-yl)pyridine-2-carboxamide gave the title compound as a solid product (2.82 g, 90%). The reactants are COC(=O)C1=C2C=C[N+](=CC2=CC=C1)[O-] (5-(methoxycarbonyl)isoquinoline 2-oxide), FC(C1=CC=CC=C1)(F)F (trifluorotoluene), C(C)(C)(C)N (t-butylamine), C1(=CC=C(C=C1)S(=O)(=O)OS(=O)(=O)C1=CC=C(C=C1)C)C (p-toluenesulfonic acid anhydride). The solvent is C(C)(=O)OCC (ethyl acetate). The product is C(C)(C)(C)NC1=NC=CC=2C(=CC=CC12)C(=O)OC (methyl 1-(t-butylamino)isoquinoline-5-carboxylate). Yield: 62.9%. As a reaction SMILES: [CH3:1][O:2][C:3]([C:5]1[CH:14]=[CH:13][CH:12]=[C:11]2[C:6]=1[CH:7]=[CH:8][N+:9]([O-])=[CH:10]2)=[O:4].FC(F)(F)C1C=CC=CC=1.[C:26]([NH2:30])([CH3:29])([CH3:28])[CH3:27].C1(C)C=CC(S(OS(C2C=CC(C)=CC=2)(=O)=O)(=O)=O)=CC=1>C(OCC)(=O)C>[C:26]([NH:30][C:10]1[C:11]2[CH:12]=[CH:13][CH:14]=[C:5]([C:3]([O:2][CH3:1])=[O:4])[C:6]=2[CH:7]=[CH:8][N:9]=1)([CH3:29])([CH3:28])[CH3:27]. Reported procedure: 5-(Methoxycarbonyl)isoquinoline 2-oxide (2.0 g, 9.84 mmol) obtained in Step (4) above and trifluorotoluene (20 mL) were mixed and stirred. The reaction solution was slowly added with t-butylamine (3.6 g, 49.25 mmol) and p-toluenesulfonic acid anhydride (6.42 g, 19.68 mmol) at about 5° C., and stirred for about 2 hours at the same temperature (˜5° C.). The reaction mixture was diluted with ethyl acetate, and washed with a saturated aqueous sodium bicarbonate solution and saline. The organic layer...